Dataset: the Open Reaction Database (ORD), a public repository of structured organic reaction records. Task: describe an organic reaction: reactants, conditions, products, and yield Starting materials: [NH4+].[Cl-] (NH4Cl), C#C (acetylene), C(CCCCC)=O (hexanal), C[Mg]Br (methyl magnesium bromide), C (methane). Run in CCOCC (ether), C1CCOC1 (THF). Reaction conditions: time 0.5 hour. Yields the product OC(C#C)CCCCC (3-hydroxyoct-1-yne). Reaction SMILES: [CH:1]#[CH:2].C[Mg]Br.C.[CH:7](=[O:13])[CH2:8][CH2:9][CH2:10][CH2:11][CH3:12].[NH4+].[Cl-]>C1COCC1.CCOCC>[OH:13][CH:7]([CH2:8][CH2:9][CH2:10][CH2:11][CH3:12])[C:1]#[CH:2] |f:4.5|. Procedure: A rapid stream of acetylene was passed through a solution of 2M methyl magnesium bromide (100 ml) in THF until no more methane evolution was observed. 10 g of hexanal was added at 0° C., stirred for 1/2 h and a saturated solution of NH4Cl was added. The organic product was isolated by extraction with ether. The ether solution was washed with water, brine, dried over MgSO4 and evaporated to give a liquid, which was purified by distillation, to give 3-hydroxyoct-1-yne. Reactants: [Cl-].[Ti+4].[Cl-].[Cl-].[Cl-] (titanium chloride), [Cl-].[Zr+4].[Cl-].[Cl-].[Cl-] (zirconium chloride), C(C)O (ethanol), N (ammonia). The product is [OH-].[Ti+4].[OH-].[OH-].[OH-] (titanium hydroxide), [OH-].[Zr+4].[OH-].[OH-].[OH-] (zirconium hydroxide). RXN SMILES: [Cl-].[Ti+4:2].[Cl-].[Cl-].[Cl-].[Cl-].[Zr+4:7].[Cl-].[Cl-].[Cl-].N.C([OH:14])C>>[OH-:14].[Ti+4:2].[OH-:14].[OH-:14].[OH-:14].[OH-:14].[Zr+4:7].[OH-:14].[OH-:14].[OH-:14] |f:0.1.2.3.4,5.6.7.8.9,12.13.14.15.16,17.18.19.20.21|. Reported procedure: An equimolar solutions of titanium chloride (TiCl4) and zirconium chloride (ZrCl4) in anhydrous ethanol are mixed and treated with excess aqueous ammonia solution to obtain a co-precipitate of titanium hydroxide and zirconium hydroxide. After working up said co-precipitate in a manner similar in example 1 it is calcined at 500° C. to obtain a support which is then impregnated with an appropriate amount of aqueous nickel oxalate solution and dried at 90° C. so as to obtain a supported catalyst wh... Starting materials: C(CCl)Cl (EDC), Cl.Cl.C1(NCCC=2C3=CC=CC=C3NC12)CN(C)C ([(1,2,3,4-tetrahydrobeta-carbolinyl)methyl]dimethylamine dihydrochloride), C(C)(C)N(CC)C(C)C (diisopropylethylamine), ClC1=C(C=CC(=C1)Cl)CC(=O)O (2,4-dichlorophenylacetic acid), O.ON1N=NC2=C1C=CC=C2 (1-hydroxybenzotriazole hydrate). Run in O (H2O), CN(C)C=O (DMF). Conditions: time 10 minute. Yields the product ClC1=C(C=CC(=C1)Cl)CC(=O)N1C(C=2NC3=CC=CC=C3C2CC1)CN(C)C (2-(2,4-dichlorophenyl)-1-{1-[(dimethylamino)methyl](1,2,3,4-tetrahydrobeta-carbolin-2-yl)}ethan-1-one). The yield is 90.1%. As a reaction SMILES: Cl.Cl.[CH:3]1([CH2:16][N:17]([CH3:19])[CH3:18])[C:15]2[NH:14][C:13]3[C:8](=[CH:9][CH:10]=[CH:11][CH:12]=3)[C:7]=2[CH2:6][CH2:5][NH:4]1.[Cl:20][C:21]1[CH:26]=[C:25]([Cl:27])[CH:24]=[CH:23][C:22]=1[CH2:28][C:29](O)=[O:30].O.ON1C2C=CC=CC=2N=N1.C(N(C(C)C)CC)(C)C.C(Cl)CCl>CN(C=O)C.O>[Cl:20][C:21]1[CH:26]=[C:25]([Cl:27])[CH:24]=[CH:23][C:22]=1[CH2:28][C:29]([N:4]1[CH2:5][CH2:6][C:7]2[C:8]3[C:13](=[CH:12][CH:11]=[CH:10][CH:9]=3)[NH:14][C:15]=2[CH:3]1[CH2:16][N:17]([CH3:19])[CH3:18])=[O:30] |f:0.1.2,4.5|. Procedure details: To a stirred solution of [(1,2,3,4-tetrahydrobeta-carbolinyl)methyl]dimethylamine dihydrochloride (0.85 g, 2.80 mmole) in dry DMF (20 mL) at RT was 2,4-dichlorophenylacetic acid (0.63 g, 3.08 mmole), 1-hydroxybenzotriazole hydrate (0.42 g, 3.08 mmole) and diisopropylethylamine (1.19 g, 9.24 mmole). After 10 min, EDC (0.59 g, 3.08 mmole) was added and the reaction was allowed to stir for 12 hr. The reaction contents were poured into H2O (100 mL) and extracted with EtOAc (2×100 mL). The combined o... Starting materials: C1CCNCC1, Cc1nc(O)c([N+](=O)[O-])c(O)n1, CO, CCOCC, O=Cc1ccccc1. Product: O=[N+]([O-])c1c(O)nc(C=Cc2ccccc2)nc1O. RXN SMILES: [CH2:21]1[CH2:22][CH2:23][NH:24][CH2:25][CH2:26]1.[CH3:1][c:2]1[n:3][c:4]([OH:12])[c:5]([N+:9](=[O:10])[O-:11])[c:6]([OH:8])[n:7]1.[CH3:27][OH:28].[CH3:29][CH2:30][O:31][CH2:32][CH3:33].[CH:13](=[O:14])[c:15]1[cH:16][cH:17][cH:18][cH:19][cH:20]1>>[CH:1]([c:2]1[n:3][c:4]([OH:12])[c:5]([N+:9](=[O:10])[O-:11])[c:6]([OH:8])[n:7]1)=[CH:13][c:15]1[cH:16][cH:17][cH:18][cH:19][cH:20]1. The reactants are CNc1ncc(C2(c3ccc(Cl)cc3)OCCO2)cc1C(O)c1cccc(OC)c1, ClCCl, O=[Cr](=O)([O-])Cl, c1cc[nH+]cc1. The product is CNc1ncc(C2(c3ccc(Cl)cc3)OCCO2)cc1C(=O)c1cccc(OC)c1. As a reaction SMILES: [Cl:12][c:13]1[cH:14][cH:15][c:16]([C:19]2([c:24]3[cH:25][c:26]([CH:32]([OH:33])[c:34]4[cH:35][c:36]([O:40][CH3:41])[cH:37][cH:38][cH:39]4)[c:27]([NH:30][CH3:31])[n:28][cH:29]3)[O:20][CH2:21][CH2:22][O:23]2)[cH:17][cH:18]1.[Cl:42][CH2:43][Cl:44].[O:1]=[Cr:2]([Cl:3])([O-:4])=[O:5].[nH+:6]1[cH:7][cH:8][cH:9][cH:10][cH:11]1>>[Cl:12][c:13]1[cH:14][cH:15][c:16]([C:19]2([c:24]3[cH:25][c:26]([C:32](=[O:33])[c:34]4[cH:35][c:36]([O:40][CH3:41])[cH:37][cH:38][cH:39]4)[c:27]([NH:30][CH3:31])[n:28][cH:29]3)[O:20][CH2:21][CH2:22][O:23]2)[cH:17][cH:18]1.